From a dataset of the Open Reaction Database (ORD), a public repository of structured organic reaction records. describe an organic reaction: reactants, conditions, products, and yield Reactants: O1CCOCC1 (dioxane), COC1=CC=C(CC2=C3CCC(C3=CC=C2)C#N)C=C1 (4-(p-methoxybenzyl)indan-1-carbonitrile), [Se](=O)=O (selenium dioxide). Solvent: O (water). Yields the product COC1=CC=C(C(=O)C2=C3CCC(C3=CC=C2)C#N)C=C1 (4-(p-methoxybenzoyl)indan-1-carbonitrile). RXN SMILES: [O:1]1CCOCC1.[CH3:7][O:8][C:9]1[CH:26]=[CH:25][C:12]([CH2:13][C:14]2[CH:22]=[CH:21][CH:20]=[C:19]3[C:15]=2[CH2:16][CH2:17][CH:18]3[C:23]#[N:24])=[CH:11][CH:10]=1.[Se](=O)=O>O>[CH3:7][O:8][C:9]1[CH:10]=[CH:11][C:12]([C:13]([C:14]2[CH:22]=[CH:21][CH:20]=[C:19]3[C:15]=2[CH2:16][CH2:17][CH:18]3[C:23]#[N:24])=[O:1])=[CH:25][CH:26]=1. Procedure: To 60 ml. of dioxane are added 8.0 g. of 4-(p-methoxybenzyl)indan-1-carbonitrile and 2.8 g. of selenium dioxide and the mixture is refluxed for 12 hours. After cooling, water is added, followed by extraction with chloroform. The extract is washed with water and dried. Then, the solvent is distilled off under reduced pressure and the residue is purified by column chromatography (500 g. silica gel; eluted with chloroform). The crude crystals thus obtaind are recrystallized from benzene. The proced... Reactants: C(C)OC(C(C(=O)C1=CC=C(C=C1)S(=O)(=O)C)C1=CC=C(C=C1)OC)=O (3-(4-methanesulfonylphenyl)-2-(4-methoxyphenyl)-3-oxo-propionic acid ethyl ester), CNNC (dimethyl hydrazine). The solvent is O (water), C1(=CC=CC=C1)C (toluene). Reaction conditions: temperature 120 celsius. Product: CS(=O)(=O)C1=CC=C(C=C1)C1=C(C(N(N1C)C)=O)C1=CC=C(C=C1)OC (5-(4-methanesulfonylphenyl)-4-(4-methoxyphenyl)-1,2-dimethyl-1,2-dihydropyrazole-3-one). Yield: 53.0%. RXN SMILES: C([O:3][C:4](=O)[CH:5]([C:18]1[CH:23]=[CH:22][C:21]([O:24][CH3:25])=[CH:20][CH:19]=1)[C:6]([C:8]1[CH:13]=[CH:12][C:11]([S:14]([CH3:17])(=[O:16])=[O:15])=[CH:10][CH:9]=1)=O)C.[CH3:27][NH:28][NH:29][CH3:30]>C1(C)C=CC=CC=1.O>[CH3:17][S:14]([C:11]1[CH:12]=[CH:13][C:8]([C:6]2[N:29]([CH3:30])[N:28]([CH3:27])[C:4](=[O:3])[C:5]=2[C:18]2[CH:23]=[CH:22][C:21]([O:24][CH3:25])=[CH:20][CH:19]=2)=[CH:9][CH:10]=1)(=[O:16])=[O:15]. Procedure: 3-(4-methanesulfonylphenyl)-2-(4-methoxyphenyl)-3-oxo-propionic acid ethyl ester was dissoved in 20 ml of toluene and then 0.24 g of dimethyl hydrazine was added to the solution. The apparatus containing the mixture was heated and refluxed at 120° C. for 24 hours in the Dean-Stark trap apparatus. The reaction mixture was cooled, diluted with water, and extracted with ethyl acetate. The obtained organic layer was dried on anhydrous magnesium sulfate and concentrated under reduced pressure. The re... Reactants: C(=O)(OC(C)(C)C)N1CCC(CC1)N (Boc-4-aminopiperidine), ClC1=NC(=NC=C1)C (4-chloro-2-methylpyrimidine), C(C)(C)N(C(C)C)CC (N,N-diisopropylethyl amine). Run in O1CCOCC1 (dioxane), O (water). Reaction conditions: temperature 150 celsius. Yields the product C(C)(C)(C)OC(NC1CCN(CC1)C1=NC(=NC=C1)C)=O ([1-(2-Methyl-pyrimidin-4-yl)-piperidin-4-yl]-carbamic acid tert-butyl ester). RXN SMILES: [C:1]([N:8]1CCC(N)C[CH2:9]1)([O:3][C:4]([CH3:7])([CH3:6])[CH3:5])=[O:2].Cl[C:16]1[CH:21]=[CH:20][N:19]=[C:18]([CH3:22])[N:17]=1.C([N:26]([CH2:30][CH3:31])[CH:27]([CH3:29])C)(C)C>O1CCOCC1.O>[C:4]([O:3][C:1](=[O:2])[NH:8][CH:9]1[CH2:29][CH2:27][N:26]([C:16]2[CH:21]=[CH:20][N:19]=[C:18]([CH3:22])[N:17]=2)[CH2:30][CH2:31]1)([CH3:7])([CH3:6])[CH3:5]. Procedure: A suspension of Boc-4-aminopiperidine (715.3 mg, 3.5 mmol), 4-chloro-2-methylpyrimidine (521 mg, 3.85 mmol) and N,N-diisopropylethyl amine (899 L, 5.25 mmol) in dioxane (14 mL) was heated to 150° C. in the microwave for 30 minutes. The reaction was diluted with water and extracted twice with ethyl acetate. The combined organic layers were washed with water, dried over sodium sulfate, filtered and concentrated under reduced pressure. The title compound was obtained after stirring of the crude pro... Reactants: CC(O)(C(=O)O)C(F)(F)F, Nc1cccc2c1C(=O)c1sccc1CS2. Product: CC(O)(C(=O)Nc1cccc2c1C(=O)c1sccc1CS2)C(F)(F)F. As a reaction SMILES: [F:17][C:18]([C:19]([C:20](=[O:21])[OH:22])([CH3:23])[OH:24])([F:25])[F:26].[NH2:1][c:2]1[cH:3][cH:4][cH:5][c:6]2[c:7]1[C:8](=[O:16])[c:9]1[c:10]([cH:13][cH:14][s:15]1)[CH2:11][S:12]2>>[NH:1]([c:2]1[cH:3][cH:4][cH:5][c:6]2[c:7]1[C:8](=[O:16])[c:9]1[c:10]([cH:13][cH:14][s:15]1)[CH2:11][S:12]2)[C:20]([C:19]([C:18]([F:17])([F:25])[F:26])([CH3:23])[OH:24])=[O:21]. The reactants are O=C([O-])[O-], CC(C)=O, [K+], [K+], CCCc1cc(Oc2ccccc2)ccc1OCCCOc1cccc(S(N)(=O)=O)c1, O=C=NC1CCCCC1. Yields the product CCCc1cc(Oc2ccccc2)ccc1OCCCOc1cccc(S(=O)(=O)NC(=O)NC2CCCCC2)c1. Reaction SMILES: [C:32](=[O:33])([O-:34])[O-:35].[CH3:47][C:48](=[O:49])[CH3:50].[K+:36].[K+:37].[O:1]([c:2]1[cH:3][cH:4][cH:5][cH:6][cH:7]1)[c:8]1[cH:9][c:10]([CH2:29][CH2:30][CH3:31])[c:11]([O:12][CH2:13][CH2:14][CH2:15][O:16][c:17]2[cH:18][c:19]([S:23](=[O:24])(=[O:25])[NH2:26])[cH:20][cH:21][cH:22]2)[cH:27][cH:28]1.[O:38]=[C:39]=[N:40][CH:41]1[CH2:42][CH2:43][CH2:44][CH2:45][CH2:46]1>>[O:1]([c:2]1[cH:3][cH:4][cH:5][cH:6][cH:7]1)[c:8]1[cH:9][c:10]([CH2:29][CH2:30][CH3:31])[c:11]([O:12][CH2:13][CH2:14][CH2:15][O:16][c:17]2[cH:18][c:19]([S:23](=[O:24])(=[O:25])[NH:26][C:39](=[O:38])[NH:40][CH:41]3[CH2:42][CH2:43][CH2:44][CH2:45][CH2:46]3)[cH:20][cH:21][cH:22]2)[cH:27][cH:28]1. Reactants: BrC1=NC=C(C(=N1)Br)Cl (2,4-dibromo-5-chloropyrimidine), C(C)(C)(C)C1=CC(=NN1)N (5-tert-butyl-1H-pyrazol-3-amine), O (water), CC(OCC)=O (EA). Solvent: CCO (EtOH). Reaction conditions: time 2 hour. Yields the product BrC1=NC=C(C(=N1)NC1=NNC(=C1)C(C)(C)C)Cl (2-bromo-N-(5-tert-butyl-1H-pyrazol-3-yl)-5-chloropyrimidin-4-amine). The yield is 73.6%. RXN SMILES: [Br:1][C:2]1[N:7]=[C:6](Br)[C:5]([Cl:9])=[CH:4][N:3]=1.[C:10]([C:14]1[NH:18][N:17]=[C:16]([NH2:19])[CH:15]=1)([CH3:13])([CH3:12])[CH3:11].O.CC(=O)OCC>CCO>[Br:1][C:2]1[N:7]=[C:6]([NH:19][C:16]2[CH:15]=[C:14]([C:10]([CH3:13])([CH3:12])[CH3:11])[NH:18][N:17]=2)[C:5]([Cl:9])=[CH:4][N:3]=1. Procedure: A mixture of 2,4-dibromo-5-chloropyrimidine (500 mg, 1.85 mmol) and 5-tert-butyl-1H-pyrazol-3-amine (216 mg, 2.2 mmol, 1.2 eq) in EtOH (100 mL) was stirred at rt for 2 h. After addition of water and extraction with EA (3×), the combined organic layers were dried (Na2SO4), filtered, concentrated and purified by silica gel chromatography (EA/PE 1:2) to afford 2-bromo-N-(5-tert-butyl-1H-pyrazol-3-yl)-5-chloropyrimidin-4-amine (450 mg, 85%). LC-MS (m/z)=288 [M+H]+ The reactants are ClC1=CC(=CC=C1)C(=O)OO (m-Chloroperbenzoic acid), C(=O)(O)[O-].[Na+] (NaHCO3), C(C)(=O)C1=CC2=C(NC(=N2)SCC2=NC=CC(=C2OC)OC)C=C1C (5-Acetyl-6-methyl-2-[[(3,4-dimethoxy-2-pyridinyl)methyl]thio]-1H-benzimidazole). The solvent is O (H2O), C(Cl)Cl (CH2Cl2), C(Cl)Cl (CH2Cl2). Run at time 10 minute. Yields the product C(C)(=O)C1=CC2=C(NC(=N2)S(=O)CC2=NC=CC(=C2OC)OC)C=C1C (5-Acetyl-6-methyl-2-[[(3,4-dimethoxy-2-pyridinyl)methyl]sulfinyl]-1H-benzimidazole). RXN SMILES: [C:1]([C:4]1[C:24]([CH3:25])=[CH:23][C:7]2[NH:8][C:9]([S:11][CH2:12][C:13]3[C:18]([O:19][CH3:20])=[C:17]([O:21][CH3:22])[CH:16]=[CH:15][N:14]=3)=[N:10][C:6]=2[CH:5]=1)(=[O:3])[CH3:2].C([O-])(O)=[O:27].[Na+].ClC1C=CC=C(C(OO)=O)C=1>C(Cl)Cl.O>[C:1]([C:4]1[C:24]([CH3:25])=[CH:23][C:7]2[NH:8][C:9]([S:11]([CH2:12][C:13]3[C:18]([O:19][CH3:20])=[C:17]([O:21][CH3:22])[CH:16]=[CH:15][N:14]=3)=[O:27])=[N:10][C:6]=2[CH:5]=1)(=[O:3])[CH3:2] |f:1.2|. Procedure details: 5-Acetyl-6-methyl-2-[[(3,4-dimethoxy-2-pyridinyl)methyl]thio]-1H-benzimidazole (3.75 g, 10 mmol) was dissolved in CH2Cl2 (70 ml). NaHCO3 (1.76 g, 21 mmol) in H2O (25 ml) was added and the mixture was cooled to ≈+3° C. m-Chloroperbenzoic acid 69.5% (2.43 g, 9.8 mmol) dissolved in CH2Cl2 (20 ml) was added dropwise under stirring. Stirring was continued for 10 min. The phases were separated and the organic phase was dried over Na2SO4 and evaporated under reduced pressure. The residue was crystalliz...